Dataset: the Open Reaction Database (ORD), a public repository of structured organic reaction records. Task: describe an organic reaction: reactants, conditions, products, and yield Reactants: CC=1NC=CN1 (2-methylimidazole), ClC=1N=C(C2=C(N1)SC(=C2)C(F)(F)F)NCC2=CC1=C(C=C2)OCCO1 (2-chloro-6-trifluoromethyl-4-(3,4-ethylendioxybenzylamino)-thieno-[2,3-d]-pyrimidine). Product: CC=1N(C=CN1)C=1N=C(C2=C(N1)SC(=C2)C(F)(F)F)NCC2=CC1=C(C=C2)OCCO1 (2-(2-methylimidazol-1-yl)-6-trifluoromethyl-4-(3,4-ethylendioxybenzylamino)-thieno-[2,3-d]-pyrimidine). As a reaction SMILES: [CH3:1][C:2]1[NH:3][CH:4]=[CH:5][N:6]=1.Cl[C:8]1[N:9]=[C:10]([NH:21][CH2:22][C:23]2[CH:28]=[CH:27][C:26]3[O:29][CH2:30][CH2:31][O:32][C:25]=3[CH:24]=2)[C:11]2[CH:16]=[C:15]([C:17]([F:20])([F:19])[F:18])[S:14][C:12]=2[N:13]=1>>[CH3:1][C:2]1[N:3]([C:8]2[N:9]=[C:10]([NH:21][CH2:22][C:23]3[CH:28]=[CH:27][C:26]4[O:29][CH2:30][CH2:31][O:32][C:25]=4[CH:24]=3)[C:11]3[CH:16]=[C:15]([C:17]([F:18])([F:20])[F:19])[S:14][C:12]=3[N:13]=2)[CH:4]=[CH:5][N:6]=1. Procedure: Following the procedure of Example 97, the reaction of 2-methylimidazole with 2-chloro-6-trifluoromethyl-4-(3,4-ethylendioxybenzylamino)-thieno-[2,3-d]-pyrimidine gives 2-(2-methylimidazol-1-yl)-6-trifluoromethyl-4-(3,4-ethylendioxybenzylamino)-thieno-[2,3-d]-pyrimidine. Starting materials: C(C)(C)(C)OC(NCCCN(CC)CC1=CC(=CC=C1)C1=NC(=NC=C1F)Cl)=O ((3-{[3-(2-Chloro-5-fluoro-pyrimidin-4-yl)-benzyl]-ethyl-amino}-propyl)-carbamic acid tert-butyl ester), NCCC1=CC=C(C=C1)O (tyramine), 424. Yields the product NCCCN(CC)CC=1C=C(C=CC1)C1=NC(=NC=C1F)NCCC1=CC=C(C=C1)O (4-{2-[4-(3-{[(3-Amino-propyl)-ethyl-amino]-methyl}-phenyl)-5-fluoro-pyrimidin-2-ylamino]-ethyl}-phenol). As a reaction SMILES: C(OC(=O)[NH:7][CH2:8][CH2:9][CH2:10][N:11]([CH2:14][C:15]1[CH:20]=[CH:19][CH:18]=[C:17]([C:21]2[C:26]([F:27])=[CH:25][N:24]=[C:23](Cl)[N:22]=2)[CH:16]=1)[CH2:12][CH3:13])(C)(C)C.[NH2:30][CH2:31][CH2:32][C:33]1[CH:38]=[CH:37][C:36]([OH:39])=[CH:35][CH:34]=1>>[NH2:7][CH2:8][CH2:9][CH2:10][N:11]([CH2:14][C:15]1[CH:16]=[C:17]([C:21]2[C:26]([F:27])=[CH:25][N:24]=[C:23]([NH:30][CH2:31][CH2:32][C:33]3[CH:38]=[CH:37][C:36]([OH:39])=[CH:35][CH:34]=3)[N:22]=2)[CH:18]=[CH:19][CH:20]=1)[CH2:12][CH3:13]. Reported procedure: Intermediate 78 was coupled with tyramine following procedure Q. The resulting product was deprotected following procedure R. LC-MS showed the product had the expected M+H+ of 424. 1H NMR (Varian 300 MHz, CD3OD, shifts relative to the solvent peak at 3.3 ppm) δ 8.29 (d, 1H), 8.19 (s, 2H), 7.66 (m, 2H), 7.05 (d, 2H), 6.68 (d, 2H), 4.49 (s, 2H), 3.58 (t, 2H), 3.24 (m, 4H), 2.98 (t, 2H), 2.80 (t, 2H), 2.07 (m, 2H), 1.36 (t, 3H).